The task is: describe an organic reaction: reactants, conditions, products, and yield. This data is from the Open Reaction Database (ORD), a public repository of structured organic reaction records. Starting materials: OCC1=CC=C(C2=CC=CC=C12)C=NNC(C1=CC(=C(C=C1)O)Cl)=O (3-chloro-4-hydroxybenzoic acid (4-hydroxymethylnaphthylmethylene)hydrazide). Run in C(Cl)Cl (CH2Cl2). Reaction conditions: temperature 0 celsius, time 1 hour. The product is C(C(C)C)NCC1=CC=C(C2=CC=CC=C12)C=NNC(C1=CC(=C(C=C1)O)Cl)=O (3-Chloro-4-hydroxybenzoic Acid (4-(Isobutylaminomethyl)naphthylmethylene)hydrazide). Reaction SMILES: O[CH2:2][C:3]1[C:12]2[C:7](=[CH:8][CH:9]=[CH:10][CH:11]=2)[C:6]([CH:13]=[N:14][NH:15][C:16](=[O:25])[C:17]2[CH:22]=[CH:21][C:20]([OH:23])=[C:19]([Cl:24])[CH:18]=2)=[CH:5][CH:4]=1>C(Cl)Cl>[CH2:13]([NH:14][CH2:2][C:3]1[C:8]2[C:7](=[CH:12][CH:11]=[CH:10][CH:9]=2)[C:6]([CH:13]=[N:14][NH:15][C:16](=[O:25])[C:17]2[CH:22]=[CH:21][C:20]([OH:23])=[C:19]([Cl:24])[CH:18]=2)=[CH:5][CH:4]=1)[CH:6]([CH3:7])[CH3:5]. Reported procedure: The resin bound 3-chloro-4-hydroxybenzoic acid (4-hydroxymethylnaphthylmethylene)hydrazide (Resin—[Building block 1]—[Building block 2]) (50 mg, ˜0.05 mmoles) was swelled in CH2Cl2 (1 mL) for 15 min, then washed with CH2Cl2(2×0.5 mL). 0.4 mL CH2Cl2 and 0.4 mL diisopropylethylamine was subsequently added and the suspension was cooled to 0° C. Methanesulfonylchloride (0.1 mL) was dissolved in CH2Cl2 (0.3 mL) and added to the suspension. The mixture was allowed to react at 0° C. for 30 min, then at... Reactants: CC=1N=C(SC1)N (4-methylthiazol-2-amine), ClC1=NC=CC(=C1)SC1=C(C=CC=C1)C (2-chloro-4-(o-tolylthio)pyridine), P(=O)([O-])([O-])[O-].[K+].[K+].[K+] (potassium phosphate). The reagents and catalysts are C=1C=CC(=CC1)/C=C/C(=O)/C=C/C2=CC=CC=C2.C=1C=CC(=CC1)/C=C/C(=O)/C=C/C2=CC=CC=C2.C=1C=CC(=CC1)/C=C/C(=O)/C=C/C2=CC=CC=C2.[Pd].[Pd] (Pd2(dba)3), C1(=CC=CC=C1)P(C1=CC=CC=2C(C3=CC=CC(=C3OC12)P(C1=CC=CC=C1)C1=CC=CC=C1)(C)C)C1=CC=CC=C1 (4,5-bis(diphenylphosphino)-9,9-dimethyl-9H-xanthene). The product is CC=1N=C(SC1)NC1=NC=CC(=C1)SC1=C(C=CC=C1)C (4-methyl-N-(4-(o-tolylthio)pyridin-2-yl)thiazol-2-amine). The yield is 50.2%. Reaction SMILES: [CH3:1][C:2]1[N:3]=[C:4]([NH2:7])[S:5][CH:6]=1.Cl[C:9]1[CH:14]=[C:13]([S:15][C:16]2[CH:21]=[CH:20][CH:19]=[CH:18][C:17]=2[CH3:22])[CH:12]=[CH:11][N:10]=1.P([O-])([O-])([O-])=O.[K+].[K+].[K+]>C1C=CC(/C=C/C(/C=C/C2C=CC=CC=2)=O)=CC=1.C1C=CC(/C=C/C(/C=C/C2C=CC=CC=2)=O)=CC=1.C1C=CC(/C=C/C(/C=C/C2C=CC=CC=2)=O)=CC=1.[Pd].[Pd].C1(P(C2C=CC=CC=2)C2C3OC4C(=CC=CC=4P(C4C=CC=CC=4)C4C=CC=CC=4)C(C)(C)C=3C=CC=2)C=CC=CC=1>[CH3:1][C:2]1[N:3]=[C:4]([NH:7][C:11]2[CH:12]=[C:13]([S:15][C:16]3[CH:21]=[CH:20][CH:19]=[CH:18][C:17]=3[CH3:22])[CH:14]=[CH:9][N:10]=2)[S:5][CH:6]=1 |f:2.3.4.5,6.7.8.9.10|. Reported procedure: Using the method of Example 3, Step B, 4-methylthiazol-2-amine (0.291 g, 2.55 mmol), 2-chloro-4-(o-tolylthio)pyridine (0.600 g, 2.55 mmol), potassium phosphate (0.595 g, 2.80 mmol), Pd2(dba)3 (0.117 g, 0.127 mmol), and 4,5-bis(diphenylphosphino)-9,9-dimethyl-9H-xanthene (0.074 g, 0.127 mmol) were reacted to provide 4-methyl-N-(4-(o-tolylthio)pyridin-2-yl)thiazol-2-amine (0.401 g, 50% yield). 1H NMR (d6-DMSO) δ 11.04 (s, 1H), 8.07 (d, 1H), 7.57 (d, 1H), 7.47 (d, 2H), 7.34 (m, 1H), 6.63 (s, 1H), 6...